From a dataset of the Open Reaction Database (ORD), a public repository of structured organic reaction records. describe an organic reaction: reactants, conditions, products, and yield The reactants are COC1=CC=C(C=C1)[C@H]1C[C@H](N(C[C@@H]1OCC=1C=CC2=C(N(CCO2)CCCOC)C1)S(=O)(=O)C1=CC=C(C=C1)C)CC(C(=O)O)(C)C (3-[(2S,4R,5R)-4-(4-methoxy-phenyl)-5-[4-(3-methoxy-propyl)-3,4-dihydro-2H-benzo[1,4]oxazin-6-ylmethoxy]-1-(toluene-4-sulfonyl)-piperidin-2-yl]-2,2-dimethyl-propionic acid), C(C1=CC=CC=C1)OC(=O)N1CCC(CC1)N (4-amino-piperidine-1-carboxylic acid benzyl ester). The product is C(C1=CC=CC=C1)OC(=O)N1CCC(CC1)NC(C(C[C@H]1N(C[C@@H]([C@H](C1)C1=CC=C(C=C1)OC)OCC=1C=CC2=C(N(CCO2)CCCOC)C1)S(=O)(=O)C1=CC=C(C=C1)C)(C)C)=O (4-{3-[(2S,4R,5R)-4-(4-Methoxy-phenyl)-5-[4-(3-methoxy-propyl)-3,4-dihydro-2H-benzo[1,4]oxazin-6-ylmethoxy]-1-(toluene-4-sulfonyl)-piperidin-2-yl]-2,2-dimethyl-propionylamino}-piperidine-1-carboxylic acid benzyl ester). RXN SMILES: [CH3:1][O:2][C:3]1[CH:8]=[CH:7][C:6]([C@@H:9]2[C@@H:14]([O:15][CH2:16][C:17]3[CH:18]=[CH:19][C:20]4[O:25][CH2:24][CH2:23][N:22]([CH2:26][CH2:27][CH2:28][O:29][CH3:30])[C:21]=4[CH:31]=3)[CH2:13][N:12]([S:32]([C:35]3[CH:40]=[CH:39][C:38]([CH3:41])=[CH:37][CH:36]=3)(=[O:34])=[O:33])[C@H:11]([CH2:42][C:43]([CH3:48])([CH3:47])[C:44](O)=[O:45])[CH2:10]2)=[CH:5][CH:4]=1.[CH2:49]([O:56][C:57]([N:59]1[CH2:64][CH2:63][CH:62]([NH2:65])[CH2:61][CH2:60]1)=[O:58])[C:50]1[CH:55]=[CH:54][CH:53]=[CH:52][CH:51]=1>>[CH2:49]([O:56][C:57]([N:59]1[CH2:64][CH2:63][CH:62]([NH:65][C:44](=[O:45])[C:43]([CH3:47])([CH3:48])[CH2:42][C@@H:11]2[CH2:10][C@H:9]([C:6]3[CH:7]=[CH:8][C:3]([O:2][CH3:1])=[CH:4][CH:5]=3)[C@@H:14]([O:15][CH2:16][C:17]3[CH:18]=[CH:19][C:20]4[O:25][CH2:24][CH2:23][N:22]([CH2:26][CH2:27][CH2:28][O:29][CH3:30])[C:21]=4[CH:31]=3)[CH2:13][N:12]2[S:32]([C:35]2[CH:36]=[CH:37][C:38]([CH3:41])=[CH:39][CH:40]=2)(=[O:33])=[O:34])[CH2:61][CH2:60]1)=[O:58])[C:50]1[CH:55]=[CH:54][CH:53]=[CH:52][CH:51]=1. Procedure: According to general procedure D, 224 mg of 3-[(2S,4R,5R)-4-(4-methoxy-phenyl)-5-[4-(3-methoxy-propyl)-3,4-dihydro-2H-benzo[1,4]oxazin-6-ylmethoxy]-1-(toluene-4-sulfonyl)-piperidin-2-yl]-2,2-dimethyl-propionic acid (from example 65b) and 87 mg of 4-amino-piperidine-1-carboxylic acid benzyl ester are used to afford the title compound as a colourless oil. Rf=0.18 (EtOAc-heptane 1:1); Rt=5.53. Reactants: C1(=CC=CC=C1)C(C(=O)Cl)C1=CC=CC=C1 (2,2-diphenylacetic acid chloride), COCCC1=NN=C(O1)N ([5-(2-methoxy-ethyl)-[1,3,4]oxadiazol-2-yl]-amine). The product is COCCC1=NN=C(O1)NC(C(C1=CC=CC=C1)C1=CC=CC=C1)=O (N-[5-(2-Methoxy-ethyl)-[1,3,4]oxadiazol-2-yl]-2,2-diphenyl-acetamide). RXN SMILES: [C:1]1([CH:7]([C:11]2[CH:16]=[CH:15][CH:14]=[CH:13][CH:12]=2)[C:8](Cl)=[O:9])[CH:6]=[CH:5][CH:4]=[CH:3][CH:2]=1.[CH3:17][O:18][CH2:19][CH2:20][C:21]1[O:25][C:24]([NH2:26])=[N:23][N:22]=1>>[CH3:17][O:18][CH2:19][CH2:20][C:21]1[O:25][C:24]([NH:26][C:8](=[O:9])[CH:7]([C:11]2[CH:16]=[CH:15][CH:14]=[CH:13][CH:12]=2)[C:1]2[CH:6]=[CH:5][CH:4]=[CH:3][CH:2]=2)=[N:23][N:22]=1. Reported procedure: The title compound, white solid, m.p. 114-115° C. and MS: m/e=338.2 (M+H+) was prepared in accordance with the general method of example 44a from 2,2-diphenylacetic acid chloride and [5-(2-methoxy-ethyl)-[1,3,4]oxadiazol-2-yl]-amine. Starting materials: CCCCOCc1ccc(CCl)cc1, CN(C)C=O, [H-], [Na+], Nc1ccc(-c2cn[nH]c2)c(N)n1. The product is CCCCOCc1ccc(Cn2cc(-c3ccc(N)nc3N)cn2)cc1. Reaction SMILES: [CH2:16]([CH2:17][CH2:18][CH3:19])[O:20][CH2:21][c:22]1[cH:23][cH:24][c:25]([CH2:28][Cl:29])[cH:26][cH:27]1.[CH3:30][N:31]([CH3:32])[CH:33]=[O:34].[H-:14].[Na+:15].[nH:1]1[n:2][cH:3][c:4](-[c:6]2[c:7]([NH2:13])[n:8][c:9]([NH2:12])[cH:10][cH:11]2)[cH:5]1>>[n:1]1([CH2:28][c:25]2[cH:24][cH:23][c:22]([CH2:21][O:20][CH2:16][CH2:17][CH2:18][CH3:19])[cH:27][cH:26]2)[n:2][cH:3][c:4](-[c:6]2[c:7]([NH2:13])[n:8][c:9]([NH2:12])[cH:10][cH:11]2)[cH:5]1. Starting materials: C=COC(C)=O, CO, C=CN1CCCC1=O, [Na+], [OH-]. The product is C=CO, C=CN1CCCC1=O. As a reaction SMILES: [C:3]([CH3:4])(=[O:5])[O:6][CH:7]=[CH2:8].[CH3:17][OH:18].[CH:9](=[CH2:10])[N:11]1[C:12](=[O:16])[CH2:13][CH2:14][CH2:15]1.[Na+:2].[OH-:1]>>[CH:3](=[CH2:4])[OH:5].[CH:9](=[CH2:10])[N:11]1[C:12](=[O:16])[CH2:13][CH2:14][CH2:15]1. Reactants: Clc1cnc(Br)nc1, CNC1CCC(C#CCO)CC1. The product is CN(c1ncc(Cl)cn1)C1CCC(C#CCO)CC1. Reaction SMILES: [Br:13][c:14]1[n:15][cH:16][c:17]([Cl:20])[cH:18][n:19]1.[CH3:1][NH:2][CH:3]1[CH2:4][CH2:5][CH:6]([C:9]#[C:10][CH2:11][OH:12])[CH2:7][CH2:8]1>>[CH3:1][N:2]([CH:3]1[CH2:4][CH2:5][CH:6]([C:9]#[C:10][CH2:11][OH:12])[CH2:7][CH2:8]1)[c:14]1[n:15][cH:16][c:17]([Cl:20])[cH:18][n:19]1. Reactants: N1CC(C(=O)OCC)CCC1 (ethyl nipecotate), N1=CC=C(C=C1)C=O (pyridine-4-aldehyde), NC1=NNC=C1 (3-aminopyrazole). Yields the product C(#N)C=1C(C=2C(NC1C1CCNCC1)=NNC2)C2=CC=NC=C2 (5-Cyano-4,7-dihydro-6-(piperidin-4-yl)-4-(pyridin-4-yl)-2H-pyrazolo[3,4-b]pyridine). RXN SMILES: [NH:1]1[CH2:11][CH2:10][CH2:9][CH:3](C(OCC)=O)[CH2:2]1.[N:12]1[CH:17]=[CH:16][C:15]([CH:18]=O)=[CH:14][CH:13]=1.[NH2:20][C:21]1[CH:25]=[CH:24][NH:23][N:22]=1>>[C:2]([C:3]1[CH:9]([C:9]2[CH:3]=[CH:2][N:1]=[CH:11][CH:10]=2)[C:25]2[C:21](=[N:22][NH:23][CH:24]=2)[NH:20][C:18]=1[CH:15]1[CH2:16][CH2:17][NH:12][CH2:13][CH2:14]1)#[N:1]. Procedure details: The title compound was prepared from ethyl nipecotate, pyridine-4-aldehyde and 3-aminopyrazole in the same manner as in Examples 1001 and 1002. The product is ClC=1C(=CC2=C(NC(CC(=N2)C2=CC(=CC=C2)C2=NC=CC=C2)=O)C1)C(F)(F)F (8-Chloro-4-(3-pyridin-2-yl-phenyl)-7-trifluoromethyl-1,3-dihydro-benzo[b][1,4]diazepin-2-one), solid. The yield is 57.0%. RXN SMILES: C(OC(=O)[NH:7][C:8]1[CH:13]=[C:12]([C:14]([F:17])([F:16])[F:15])[C:11]([Cl:18])=[CH:10][C:9]=1[NH:19][C:20](=[O:36])[CH2:21][C:22](=O)[C:23]1[CH:28]=[CH:27][CH:26]=[C:25]([C:29]2[CH:34]=[CH:33][CH:32]=[CH:31][N:30]=2)[CH:24]=1)(C)(C)C.C(O)(C(F)(F)F)=O>C(Cl)Cl>[Cl:18][C:11]1[C:12]([C:14]([F:17])([F:16])[F:15])=[CH:13][C:8]2[N:7]=[C:22]([C:23]3[CH:28]=[CH:27][CH:26]=[C:25]([C:29]4[CH:34]=[CH:33][CH:32]=[CH:31][N:30]=4)[CH:24]=3)[CH2:21][C:20](=[O:36])[NH:19][C:9]=2[CH:10]=1. Solvent: C(Cl)Cl (CH2Cl2). Reported procedure: The title compound was prepared from {4-chloro-2-[3-oxo-3-(3-pyridin-2-yl-phenyl)-propionylamino]-5-trifluoromethyl-phenyl}-carbamic acid tert-butyl ester (Example M98) (0.27 g, 0.51 mmol) by treatment with TFA in CH2Cl2 according to the general procedure N. Obtained as a light brown solid (120 mg, 57%). The reactants are C(C)(C)(C)OC(NC1=C(C=C(C(=C1)C(F)(F)F)Cl)NC(CC(C1=CC(=CC=C1)C1=NC=CC=C1)=O)=O)=O ({4-chloro-2-[3-oxo-3-(3-pyridin-2-yl-phenyl)-propionylamino]-5-trifluoromethyl-phenyl}-carbamic acid tert-butyl ester), C(=O)(C(F)(F)F)O (TFA).